From a dataset of the Open Reaction Database (ORD), a public repository of structured organic reaction records. describe an organic reaction: reactants, conditions, products, and yield The reactants are C(C)(=O)OC=1C=C(OC/C=C(/C(OCC)OCC)\C)C=CC1 ((E)-4(3-acetoxyphenoxy)-1,1-diethoxy-2-methyl-2-butene), [OH-].[Na+] (sodium hydroxide). Run in CO (methanol). Reaction conditions: time 2 hour. Yields the product OC=1C=C(OC/C=C(/C=O)\C)C=CC1 ((E)-4(3-Hydroxyphenoxy)-2-methyl-2-buten-1-al). As a reaction SMILES: C([O:4][C:5]1[CH:6]=[C:7]([CH:20]=[CH:21][CH:22]=1)[O:8][CH2:9]/[CH:10]=[C:11](\[CH3:19])/[CH:12](OCC)[O:13]CC)(=O)C.[OH-].[Na+]>CO>[OH:4][C:5]1[CH:6]=[C:7]([CH:20]=[CH:21][CH:22]=1)[O:8][CH2:9]/[CH:10]=[C:11](\[CH3:19])/[CH:12]=[O:13] |f:1.2|. Procedure: A solution of 10.32 g resorcinol monoacetate in 40 ml sieve dried dimethyl formamide is stirred at ambient temperature under nitrogen as 18.7 g of solid potassium carbonate is added. After 5 minutes, a solution of 16.08 g (E)-4-bromo-1,1-diethoxy-2-methyl-2-butene in 40 ml sieve dried dimethyl formamide is added in dropwise fashion over a 30 minute period. During this addition, the solution becomes dark brown. After the addition is completed, the reaction mixture is stirred for 21/2 hours at roo... The reactants are COC(C(C)(C)[C@@H]1CC[C@@H](CC1)N(C)C)=O (cis-(4-dimethylamino-cyclohexyl)-methyl-propionic acid methyl ester), [OH-].[Na+] (NaOH). Reaction conditions: temperature 60 celsius, time 16 hour. RXN SMILES: C[O:2][C:3](=[O:16])[C:4]([C@H:7]1[CH2:12][CH2:11][C@@H:10]([N:13]([CH3:15])[CH3:14])[CH2:9][CH2:8]1)([CH3:6])[CH3:5].[OH-].[Na+]>CO>[CH3:15][N:13]([CH3:14])[C@@H:10]1[CH2:9][CH2:8][C@H:7]([C:4]([CH3:5])([CH3:6])[C:3]([OH:16])=[O:2])[CH2:12][CH2:11]1 |f:1.2|. Procedure details: 0.500 g of cis-(4-dimethylamino-cyclohexyl)-methyl-propionic acid methyl ester are taken up in 5 ml of methanol and the mixture is admixed with 5 ml of 3M NaOH. The mixture is then stirred at 60° C. for 16 hours. The methanol is removed in vacuo and the aqueous residue acidified with 2M HCl to pH 7. The mixture is concentrated under reduced pressure. The residue is taken up in 10 ml of ethanol and the insoluble salts removed by filtration. Concentration of the filtrate under reduced pressure pro... Yields the product CN([C@H]1CC[C@H](CC1)C(C(=O)O)(C)C)C (cis-(4-Dimethylamino-cyclohexyl)-methyl-propionic acid). The solvent is CO (methanol). The reactants are NCOC1=NC=CC=N1 (aminomethyl-pyrimidinyl ether), ClCCOCCCl (2-chloroethyl ether), C([O-])([O-])=O.[K+].[K+] (Potassium carbonate), [I-].[Na+] (sodium iodide). The solvent is COCCOCCOC (2-methoxyethyl ether). Reaction conditions: temperature 110 celsius. Product: N1(CCOCC1)COC1=NC=CC=N1 (morpholinylmethyl-pyrimidinyl ether). Isolated yield 27.3%. RXN SMILES: [NH2:1][CH2:2][O:3][C:4]1[N:9]=[CH:8][CH:7]=[CH:6][N:5]=1.C(=O)([O-])[O-].[K+].[K+].[I-].[Na+].Cl[CH2:19][CH2:20][O:21][CH2:22][CH2:23]Cl>COCCOCCOC>[N:1]1([CH2:2][O:3][C:4]2[N:9]=[CH:8][CH:7]=[CH:6][N:5]=2)[CH2:23][CH2:22][O:21][CH2:20][CH2:19]1 |f:1.2.3,4.5|. Procedure: The aminomethyl-pyrimidinyl ether (1.88 g, 4.94 mmol) was suspended in 14.0 mL anhydrous 2-methoxyethyl ether. Potassium carbonate was added (0.81 g, 5.85 mmol), then a catalytic amount of sodium iodide and finally 2-chloroethyl ether (0.58 g, 4.95 mmol). The reaction was heated in a 110° C. bath for 12 h under an inert atmosphere, then allowed to cool. The reaction was then partitioned between water and dichloromethane, the pH adjusted to ˜7 with ammonium chloride aqueous solution. The organics... The reactants are O=C([O-])[O-], CN(C)C=O, CC(C)Br, ClC(Cl)Cl, [K+], [K+], O=C(NCCCCCCCCCCCCO)c1ccc(N2CCNCC2)nc1. Product: CC(C)N1CCN(c2ccc(C(=O)NCCCCCCCCCCCCO)cn2)CC1. Reaction SMILES: [C:33](=[O:34])([O-:35])[O-:36].[CH3:39][N:40]([CH3:41])[CH:42]=[O:43].[CH:29]([CH3:30])([CH3:31])[Br:32].[CH:44]([Cl:45])([Cl:46])[Cl:47].[K+:37].[K+:38].[OH:1][CH2:2][CH2:3][CH2:4][CH2:5][CH2:6][CH2:7][CH2:8][CH2:9][CH2:10][CH2:11][CH2:12][CH2:13][NH:14][C:15](=[O:16])[c:17]1[cH:18][n:19][c:20]([N:23]2[CH2:24][CH2:25][NH:26][CH2:27][CH2:28]2)[cH:21][cH:22]1>>[OH:1][CH2:2][CH2:3][CH2:4][CH2:5][CH2:6][CH2:7][CH2:8][CH2:9][CH2:10][CH2:11][CH2:12][CH2:13][NH:14][C:15](=[O:16])[c:17]1[cH:18][n:19][c:20]([N:23]2[CH2:24][CH2:25][N:26]([CH:29]([CH3:30])[CH3:31])[CH2:27][CH2:28]2)[cH:21][cH:22]1. Starting materials: CuO(tert-Bu), C(CC)#N (propionitrile), C(C1=CC=CC=C1)=O (benzaldehyde), C1(=CC=CC=C1)P(CCP(C1=CC=CC=C1)C1=CC=CC=C1)C1=CC=CC=C1 (1,2-bis(diphenylphosphino)ethane), C1(=CC=CC=C1)P(CCP(C1=CC=CC=C1)C1=CC=CC=C1)C1=CC=CC=C1 (dppe), [Cl-].[NH4+] (ammonium chloride). Conditions: time 2 hour. Yields the product OC(C(C#N)C)C1=CC=CC=C1 (3-hydroxy-2-methyl-3-phenylpropionitrile). The yield is 90.0%. RXN SMILES: C1(P(C2C=CC=CC=2)CCP(C2C=CC=CC=2)C2C=CC=CC=2)C=CC=CC=1.[C:29](#[N:32])[CH2:30][CH3:31].[CH:33](=[O:40])[C:34]1[CH:39]=[CH:38][CH:37]=[CH:36][CH:35]=1.[Cl-].[NH4+]>>[OH:40][CH:33]([C:34]1[CH:39]=[CH:38][CH:37]=[CH:36][CH:35]=1)[CH:30]([CH3:31])[C:29]#[N:32] |f:3.4|. Procedure: Under an argon atmosphere, CuO(tert-Bu) (0.03 mmol, 60 μL in THF) and 1,2-bis(diphenylphosphino)ethane (hereinafter, referred to as dppe) (18 mg, 0.045 mmol) were mix dried under vacuum for 1 hour. To the residue, dimethylsufoxide (hereinafter, referred to as DMSO) (0.3 mL), propionitrile (0.3 mL), and benzaldehyde (30 μL, 0.3 mmol) were added to start the reaction. After 2 hours, saturated ammonium chloride was added, and the product was extracted with ethyl acetate. The combined organic layer ... The reactants are O=C1Nc2ccccc2N2CCNCC12, CO, CC(=O)O, C=Cc1ccccn1. Product: O=C1Nc2ccccc2N2CCN(CCc3ccccn3)CC12. Reaction SMILES: [CH2:1]1[CH2:2][NH:3][CH2:4][CH:5]2[N:6]1[c:7]1[cH:8][cH:9][cH:10][cH:11][c:12]1[NH:13][C:14]2=[O:15].[CH3:24][OH:25].[CH3:26][C:27](=[O:28])[OH:29].[CH:16](=[CH2:17])[c:18]1[n:19][cH:20][cH:21][cH:22][cH:23]1>>[CH2:1]1[CH2:2][N:3]([CH2:17][CH2:16][c:18]2[n:19][cH:20][cH:21][cH:22][cH:23]2)[CH2:4][CH:5]2[N:6]1[c:7]1[cH:8][cH:9][cH:10][cH:11][c:12]1[NH:13][C:14]2=[O:15]. The reactants are O=C([O-])O, CC(C)=O, O=C([O-])C(F)(F)F, O=C(O)CC(c1ccc(F)cc1)c1c[nH]c2cc(OCCCN(Cc3ccccc3)c3cccc[nH+]3)ccc12, [Na+]. Yields the product O=C(O)CC(c1ccc(F)cc1)c1c[nH]c2cc(OCCCNc3ccccn3)ccc12. As a reaction SMILES: [C:47](=[O:48])([O-:49])[OH:50].[CH3:52][C:53](=[O:54])[CH3:55].[F:1][C:2]([F:3])([F:4])[C:5]([O-:6])=[O:7].[F:8][c:9]1[cH:10][cH:11][c:12]([CH:15]([CH2:16][C:17](=[O:18])[OH:19])[c:20]2[cH:21][nH:22][c:23]3[cH:24][c:25]([O:29][CH2:30][CH2:31][CH2:32][N:33]([CH2:34][c:35]4[cH:36][cH:37][cH:38][cH:39][cH:40]4)[c:41]4[nH+:42][cH:43][cH:44][cH:45][cH:46]4)[cH:26][cH:27][c:28]23)[cH:13][cH:14]1.[Na+:51]>>[F:8][c:9]1[cH:10][cH:11][c:12]([CH:15]([CH2:16][C:17](=[O:18])[OH:19])[c:20]2[cH:21][nH:22][c:23]3[cH:24][c:25]([O:29][CH2:30][CH2:31][CH2:32][NH:33][c:41]4[n:42][cH:43][cH:44][cH:45][cH:46]4)[cH:26][cH:27][c:28]23)[cH:13][cH:14]1. Reactants: C(C)OC(C(C(=O)O)CCCCOC1=CC=CC=C1)=O (4-phenoxybutylmalonic acid ethyl ester), N1CCCCC1 (piperidine), C=O (paraformaldehyde), Cl (hydrochloric acid). Solvent: N1=CC=CC=C1 (pyridine), O (water). The product is C(C)OC(C(CCCCOC1=CC=CC=C1)=C)=O (2-methylene-6-phenoxyhexanoic acid ethyl ester). The yield is 74.1%. As a reaction SMILES: [CH2:1]([O:3][C:4](=[O:20])[CH:5]([CH2:9][CH2:10][CH2:11][CH2:12][O:13][C:14]1[CH:19]=[CH:18][CH:17]=[CH:16][CH:15]=1)[C:6](O)=O)[CH3:2].N1CCCCC1.C=O.Cl>O.N1C=CC=CC=1>[CH2:1]([O:3][C:4](=[O:20])[C:5](=[CH2:6])[CH2:9][CH2:10][CH2:11][CH2:12][O:13][C:14]1[CH:15]=[CH:16][CH:17]=[CH:18][CH:19]=1)[CH3:2]. Procedure: 66.45 g of 4-phenoxybutylmalonic acid ethyl ester, 45 ml of pyridine, 3 ml of piperidine and 9.9 g of paraformaldehyde are stirred together at 50° C. for 4 hours. After cooling, 400 ml of water are added to the reaction mixture which is then acidified with half-concentrated hydrochloric acid, while cooling with ice. The reaction mixture is then extracted 3 times with 200 ml of diethyl ether each time, the combined organic phases are concentrated and distilled in vacuo. 43.6 g 2-methylene-6-pheno... Reactants: [BH4-], COC(=O)C1(C(=O)O)CCN(C(=O)OC(C)(C)C)CC1, C1CCOC1, CO, CCN(C(C)C)C(C)C, COC(=O)Cl, [Na+]. Yields the product COC(=O)C1(CO)CCN(C(=O)OC(C)(C)C)CC1. As a reaction SMILES: [BH4-:35].[C:1]([CH3:2])([CH3:3])([CH3:4])[O:5][C:6](=[O:7])[N:8]1[CH2:9][CH2:10][C:11]([C:14](=[O:15])[OH:16])([C:17](=[O:18])[O:19][CH3:20])[CH2:12][CH2:13]1.[CH2:37]1[O:38][CH2:39][CH2:40][CH2:41]1.[CH3:42][OH:43].[CH:21]([N:22]([CH2:23][CH3:24])[CH:25]([CH3:26])[CH3:27])([CH3:28])[CH3:29].[Cl:30][C:31]([O:32][CH3:33])=[O:34].[Na+:36]>>[C:1]([CH3:2])([CH3:3])([CH3:4])[O:5][C:6](=[O:7])[N:8]1[CH2:9][CH2:10][C:11]([CH2:14][OH:15])([C:17](=[O:18])[O:19][CH3:20])[CH2:12][CH2:13]1.